From a dataset of the Open Reaction Database (ORD), a public repository of structured organic reaction records. describe an organic reaction: reactants, conditions, products, and yield Starting materials: C(C1=CC=CC=C1)OC=1C(C=C(OC1C=O)CNS(=O)(=O)C1=CC(=CC=C1)C)=O (N-(5-Benzyloxy-6-formyl-4-oxo-4H-pyran-2-ylmethyl)-3-methyl-benzenesulfonamide), C1(=CC=CC=C1)S(=O)(=O)C(C1=CC(C(=C(O1)C(=O)O)OCC1=CC=CC=C1)=O)N (6-(benzene sulfonyl amino-methyl)-3-benzyloxy-4-oxo-4H-pyran-2-carboxylic acid). Yields the product C(C1=CC=CC=C1)OC1=C(OC(=CC1=O)CNS(=O)(=O)C=1C=C(C=CC1)C)C(=O)O (3-Benzyloxy-4-oxo-6-[(toluene-3-sulfonylamino)-methyl]-4H-pyran-2-carboxylic acid). RXN SMILES: [CH2:1]([O:8][C:9]1[C:10](=[O:29])[CH:11]=[C:12]([CH2:17][NH:18][S:19]([C:22]2[CH:27]=[CH:26][CH:25]=[C:24]([CH3:28])[CH:23]=2)(=[O:21])=[O:20])[O:13][C:14]=1[CH:15]=[O:16])[C:2]1[CH:7]=[CH:6][CH:5]=[CH:4][CH:3]=1.C1(S(C(N)C2OC(C(O)=O)=C(OCC3C=CC=CC=3)C(=O)C=2)(=O)=[O:37])C=CC=CC=1>>[CH2:1]([O:8][C:9]1[C:10](=[O:29])[CH:11]=[C:12]([CH2:17][NH:18][S:19]([C:22]2[CH:23]=[C:24]([CH3:28])[CH:25]=[CH:26][CH:27]=2)(=[O:21])=[O:20])[O:13][C:14]=1[C:15]([OH:37])=[O:16])[C:2]1[CH:3]=[CH:4][CH:5]=[CH:6][CH:7]=1. Procedure details: 3-Benzyloxy-4-oxo-6-[(toluene-3-sulfonylamino)-methyl]-4H-pyran-2-carboxylic acid (12-04) (1.6 g, crude) was synthesized as a white solid from N-(5-benzyloxy-6-formyl-4-oxo-4H-pyran-2-ylmethyl)-3-methyl-benzenesulfonamide (11-04) (1.8 g, 4.35 mmol) following the procedure described for 6-(benzenesulfonylamino-methyl)-3-benzyloxy-4-oxo-4H-pyran-2-carboxylic acid (12-01). Starting materials: NC1=C(C=C(C=C1)Cl)C(O)C1=C(C=CC=C1)Cl ((2-amino-5-chlorophenyl)(2-chlorophenyl)methanol), ClC=1C=C(C=CC1Cl)S(=O)(=O)Cl (3,4-dichlorobenzenesulfonyl chloride). Solvent: N1=CC=CC=C1 (pyridine), C(C)(=O)OCC (ethyl acetate). Reaction conditions: time 30 minute. The product is ClC1=CC(=C(C=C1)NS(=O)(=O)C1=CC(=C(C=C1)Cl)Cl)C(O)C1=C(C=CC=C1)Cl (N-{4-chloro-2-[(2-chlorophenyl)(hydroxy)methyl]phenyl}-3,4-dichlorobenzenesulfonamide). Yield: 37.6%. Reaction SMILES: [NH2:1][C:2]1[CH:7]=[CH:6][C:5]([Cl:8])=[CH:4][C:3]=1[CH:9]([C:11]1[CH:16]=[CH:15][CH:14]=[CH:13][C:12]=1[Cl:17])[OH:10].[Cl:18][C:19]1[CH:20]=[C:21]([S:26](Cl)(=[O:28])=[O:27])[CH:22]=[CH:23][C:24]=1[Cl:25]>N1C=CC=CC=1.C(OCC)(=O)C>[Cl:8][C:5]1[CH:6]=[CH:7][C:2]([NH:1][S:26]([C:21]2[CH:22]=[CH:23][C:24]([Cl:25])=[C:19]([Cl:18])[CH:20]=2)(=[O:28])=[O:27])=[C:3]([CH:9]([C:11]2[CH:16]=[CH:15][CH:14]=[CH:13][C:12]=2[Cl:17])[OH:10])[CH:4]=1. Procedure: To 0.9 g of (2-amino-5-chlorophenyl)(2-chlorophenyl)methanol dissolved in 4 ml of pyridine is added 0.822 g of 3,4-dichlorobenzenesulfonyl chloride, and the mixture is left for 30 minutes at room temperature. The reaction medium is taken up in ethyl acetate and washed with water, and then with 1M hydrochloric acid solution. The organic phase is dried over anhydrous sodium sulfate and concentrated. The residue is chromatographed on a column of silica gel, eluting with dichloromethane, to give 0.6... Starting materials: BrC1=CC(=CC=C1)OCC(CC)CC (1-bromo-3-(2-ethylbutoxy)benzene), C(Cl)[C@@H]1CO1 ((S)-(+)-epichlorohydrin). The product is ClC[C@@H](CC1=CC(=CC=C1)OCC(CC)CC)O ((R)-1-chloro-3-(3-(2-ethylbutoxy)phenyl)propan-2-ol). RXN SMILES: Br[C:2]1[CH:7]=[CH:6][CH:5]=[C:4]([O:8][CH2:9][CH:10]([CH2:13][CH3:14])[CH2:11][CH3:12])[CH:3]=1.[CH2:15]([C@H:17]1[O:19][CH2:18]1)[Cl:16]>>[Cl:16][CH2:15][C@H:17]([OH:19])[CH2:18][C:2]1[CH:7]=[CH:6][CH:5]=[C:4]([O:8][CH2:9][CH:10]([CH2:13][CH3:14])[CH2:11][CH3:12])[CH:3]=1. Procedure: Metallation of 1-bromo-3-(2-ethylbutoxy)benzene followed by addition to (S)-(+)-epichlorohydrin gave (R)-1-chloro-3-(3-(2-ethylbutoxy)phenyl)propan-2-ol. Yield (1.55 g, 59%): 1H NMR (400 MHz, DMSO-d6) δ 7.14 (t, J=7.8 Hz, 1H), 6.77-6.72 (m, 3H), 5.13 (d, J=4.8 Hz, 1H), 3.88-3.82 (m, 1H), 3.78 (d, J=5.6 Hz, 2H), 3.52 (dd, J=10.8, 4.4 Hz, 1H), 3.43 (dd, J=10.8, 5.6 Hz, 1H), 2.74 (dd, J=13.6, 5.2 Hz, 1H), 2.61 (dd, J=13.2, 7.4 Hz, 1H), 1.74-1.69 (m, 1H), 1.39-1.25 (m, 8H), 0.85 (t, J=7.0 Hz, 6H). Product: COC1=C(C(=O)N2CC(CC2)(C2=CC=CC=C2)CCN2CCN(CCC2)C2=NC3=C(N2CCOCC)C=CC=C3)C=C(C=C1)N1N=NN=C1S(=O)(=O)C (1-(2-Methoxy-5-(5-methylsulfonyl-1H-tetrazol-1-yl)benzoyl)-3-(2-(4-(1-(2-ethoxyethyl)-1H-benzimidazol-2-yl)[1,4]diazepan-1-yl)ethyl)-3-phenylpyrrolidine). As a reaction SMILES: [CH3:1][O:2][C:3]1[CH:11]=[CH:10][C:9]([N:12]2[C:16]([S:17]([CH3:20])(=[O:19])=[O:18])=[N:15][N:14]=[N:13]2)=[CH:8][C:4]=1[C:5]([OH:7])=O.Cl.[CH2:22]([O:24][CH2:25][CH2:26][N:27]1[C:31]2[CH:32]=[CH:33][CH:34]=[CH:35][C:30]=2[N:29]=[C:28]1[N:36]1[CH2:42][CH2:41][CH2:40][N:39]([CH2:43][CH2:44][C:45]2([C:50]3[CH:55]=[CH:54][CH:53]=[CH:52][CH:51]=3)[CH2:49][CH2:48][NH:47][CH2:46]2)[CH2:38][CH2:37]1)[CH3:23]>>[CH3:1][O:2][C:3]1[CH:11]=[CH:10][C:9]([N:12]2[C:16]([S:17]([CH3:20])(=[O:19])=[O:18])=[N:15][N:14]=[N:13]2)=[CH:8][C:4]=1[C:5]([N:47]1[CH2:48][CH2:49][C:45]([CH2:44][CH2:43][N:39]2[CH2:40][CH2:41][CH2:42][N:36]([C:28]3[N:27]([CH2:26][CH2:25][O:24][CH2:22][CH3:23])[C:31]4[CH:32]=[CH:33][CH:34]=[CH:35][C:30]=4[N:29]=3)[CH2:37][CH2:38]2)([C:50]2[CH:55]=[CH:54][CH:53]=[CH:52][CH:51]=2)[CH2:46]1)=[O:7] |f:1.2|. Procedure details: Prepare by the method of Example 56.1 using 2-methoxy-5-(5-methylsulfonyl-1H-tetrazol-1-yl)benzoic acid and 3-(2-(4-(1-(2-ethoxyethyl)-1H-benzimidazol-2-yl)[1,4]diazepan-1-yl)ethyl)-3-phenylpyrrolidine hydrochloric acid salt (prepared from (−)-3-phenyl-3-(2-hydroxyethyl)pyrrolidine(R,R)-di-p-anisoyltartaric acid salt) to give the title compound. The reactants are COC1=C(C(=O)O)C=C(C=C1)N1N=NN=C1S(=O)(=O)C (2-methoxy-5-(5-methylsulfonyl-1H-tetrazol-1-yl)benzoic acid), Cl.C(C)OCCN1C(=NC2=C1C=CC=C2)N2CCN(CCC2)CCC2(CNCC2)C2=CC=CC=C2 (3-(2-(4-(1-(2-ethoxyethyl)-1H-benzimidazol-2-yl)[1,4]diazepan-1-yl)ethyl)-3-phenylpyrrolidine hydrochloric acid salt).